Dataset: the Open Reaction Database (ORD), a public repository of structured organic reaction records. Task: describe an organic reaction: reactants, conditions, products, and yield The reactants are C(C=C)OC=1C(O[C@@H](C1O)CC\C=C/CCCCCCCCCCCCCC)=O ((R)-3-Allyloxy-4-hydroxy-5-[(Z)-3-octadecenyl]-2(5H)-furanone). Solvent: CO (CH3OH). Product: OC1=C(C(O[C@@H]1CC\C=C/CCCCCCCCCCCCCC)=O)O\C=C\C ((R)-4-Hydroxy-5-[(Z)-3-octadecenyl]-3-[(E)-propenyloxy]-2(5H)-furanone). As a reaction SMILES: [CH2:1]([O:4][C:5]1[C:6](=[O:29])[O:7][C@H:8]([CH2:11][CH2:12]/[CH:13]=[CH:14]\[CH2:15][CH2:16][CH2:17][CH2:18][CH2:19][CH2:20][CH2:21][CH2:22][CH2:23][CH2:24][CH2:25][CH2:26][CH2:27][CH3:28])[C:9]=1[OH:10])[CH:2]=[CH2:3]>CO>[OH:10][C:9]1[C@@H:8]([CH2:11][CH2:12]/[CH:13]=[CH:14]\[CH2:15][CH2:16][CH2:17][CH2:18][CH2:19][CH2:20][CH2:21][CH2:22][CH2:23][CH2:24][CH2:25][CH2:26][CH2:27][CH3:28])[O:7][C:6](=[O:29])[C:5]=1[O:4]/[CH:1]=[CH:2]/[CH3:3]. Procedure details: (R)-4-Hydroxy-5-[(Z)-3-octadecenyl]-3-[(E)-propenyloxy]-2(5H)-furanone was prepared as for the S-isomer from (R)-3-Allyloxy-4-hydroxy-5-[(Z)-3-octadecenyl]-2(5H)-furanone in similar yield: mp 42°-45° C.; [α]D25 12.8° (c=0.3, CH3OH); IR (neat, cm-1) 3079 (br), 3004, 2919, 1739, 1681, 1658, 738, 721; 1H NMR (CD3COCD3) δ 6.43-6.36 (m, 1H), 5.49-5.31 (m, 2H), 5.05-4.91 (m, 1H), 4.77 (dd., J=3.5, 7.8 Hz, 1H), 2.24-1.62 (m, 6H), 1.51 (dd, J=1.7, 6.9 Hz, 3H), 1.44-1.24 (m, 24H), 0.87 (t, J=6.8 Hz, 3H);... Reactants: C([O-])(O)=O.[Na+] (sodium bicarbonate), COC(CCCC(=O)OC)OC (Methyl 5,5-dimethoxyvalerate), C(CCO)O (propane-1,3-diol), C1(=CC=C(C=C1)S(=O)(=O)O)C (para-toluene sulphonic acid). The solvent is C1(=CC=CC=C1)C (toluene), C(C)OCC (diethyl ether). Yields the product COC(CCCC1OCCCO1)=O (4-[1,3]Dioxan-2-yl-butyric acid methyl ester). Yield: 103.9%. As a reaction SMILES: [CH3:1][O:2][CH:3]([O:11][CH3:12])[CH2:4][CH2:5][CH2:6][C:7]([O:9][CH3:10])=[O:8].[CH2:13](O)CCO.C1(C)C=CC(S(O)(=O)=O)=CC=1.C(=O)(O)[O-].[Na+]>C1(C)C=CC=CC=1.C(OCC)C>[CH3:10][O:9][C:7](=[O:8])[CH2:6][CH2:5][CH2:4][CH:3]1[O:11][CH2:12][CH2:13][CH2:1][O:2]1 |f:3.4|. Procedure details: Methyl 5,5-dimethoxyvalerate (20.0 g, 0.114 mol), propane-1,3-diol (13 g, 0.17 mol) and para-toluene sulphonic acid (2.17 g, 0.0114 mol) were heated under Dean-Stark conditions in toluene (100 ml) for 4 h. The mixture was cooled to room temperature and diluted with diethyl ether (100 ml) and then neutralized with solid sodium bicarbonate. The solid was filtered and the filtrate evaporated to give a pale yellow oil (22.3 g). A 10 g portion of this was then purified by silica gel chromatography (e... The reactants are OC(COC1=CC=C(C(=O)CCC(=O)NC)C=C1)CNC(C)C (3-[4-(2-Hydroxy-3-isopropylaminopropoxy)benzoyl]-N-methylpropionamide), O.NN (hydrazine hydrate). Run in C(C)(=O)O (acetic acid). The product is OC(COC1=CC=C(C=C1)C=1CCC(NN1)=O)CNC(C)C (6-[4-(2-hydroxy-3-isopropylaminopropoxy)phenyl]-4,5-dihydro-3(2H)-pyridazinone). Yield: 52.4%. RXN SMILES: [OH:1][CH:2]([CH2:19][NH:20][CH:21]([CH3:23])[CH3:22])[CH2:3][O:4][C:5]1[CH:18]=[CH:17][C:8]([C:9]([CH2:11][CH2:12][C:13]([NH:15]C)=[O:14])=O)=[CH:7][CH:6]=1.O.[NH2:25]N>C(O)(=O)C>[OH:1][CH:2]([CH2:19][NH:20][CH:21]([CH3:23])[CH3:22])[CH2:3][O:4][C:5]1[CH:18]=[CH:17][C:8]([C:9]2[CH2:11][CH2:12][C:13](=[O:14])[NH:15][N:25]=2)=[CH:7][CH:6]=1 |f:1.2|. Procedure details: 3-[4-(2-Hydroxy-3-isopropylaminopropoxy)benzoyl]-N-methylpropionamide (5g, 0.015 mole) in 50% aqueous acetic acid (50 ml) was treated with hydrazine hydrate (2.4 ml, 0.047 mole) and heated under reflux for one hour. After evaporation under reduced pressure, the residue was dissolved in water, neutralised with aqueous sodium bicarbonate and extracted with dichloromethane. Evaporation of the dried organic solution gave 6-[4-(2-hydroxy-3-isopropylaminopropoxy)phenyl]-4,5-dihydro-3(2H)-pyridazinone ... Starting materials: CCOC(=O)C(Br)c1ccccc1, O=C([O-])[O-], COc1ccccc1O, CC(C)=O, [K+], [K+]. Product: CCOC(=O)C(Oc1ccccc1OC)c1ccccc1. As a reaction SMILES: [Br:10][CH:11]([C:12](=[O:13])[O:14][CH2:15][CH3:16])[c:17]1[cH:18][cH:19][cH:20][cH:21][cH:22]1.[C:23](=[O:24])([O-:25])[O-:26].[CH3:1][O:2][c:3]1[cH:4][cH:5][cH:6][cH:7][c:8]1[OH:9].[CH3:29][C:30](=[O:31])[CH3:32].[K+:27].[K+:28]>>[CH3:1][O:2][c:3]1[cH:4][cH:5][cH:6][cH:7][c:8]1[O:9][CH:11]([C:12](=[O:13])[O:14][CH2:15][CH3:16])[c:17]1[cH:18][cH:19][cH:20][cH:21][cH:22]1. The reactants are [OH-].[Na+] (sodium hydroxide), [OH-].[Na+] (sodium hydroxide), [OH-].[Na+] (sodium hydroxide), ClC(F)F (chlorodifluoromethane), OC1=CC=C(C=C1)C(C(=O)OC)C(C)C (methyl 2-(4-hydroxyphenyl)-3-methylbutyrate), CC(=O)C (acetone), ClC(F)F (chlorodifluoromethane). The solvent is O (water), CC(C)O (2-propanol). Reaction conditions: temperature 30 celsius, time 5 minute. The product is FC(OC1=CC=C(C=C1)C(C(=O)OC)C(C)C)F (Methyl 2-[4-(difluoromethoxy)phenyl]-3-methylbutyrate). Isolated yield 85.4%. RXN SMILES: [OH:1][C:2]1[CH:7]=[CH:6][C:5]([CH:8]([CH:13]([CH3:15])[CH3:14])[C:9]([O:11][CH3:12])=[O:10])=[CH:4][CH:3]=1.CC(C)=O.[OH-].[Na+].Cl[CH:23]([F:25])[F:24]>O.CC(O)C>[F:24][CH:23]([F:25])[O:1][C:2]1[CH:3]=[CH:4][C:5]([CH:8]([CH:13]([CH3:15])[CH3:14])[C:9]([O:11][CH3:12])=[O:10])=[CH:6][CH:7]=1 |f:2.3|. Procedure details: A mixture of methyl 2-(4-hydroxyphenyl)-3-methylbutyrate (44.42 g of 93.8% pure material=41.67 g; 0.20 mol), acetone (83.3 ml), 2-propanol (83.3 ml), and water (62.8 ml) is stirred at 30° C. in a closed system. After the system is evacuated, chlorodifluoromethane is introduced into the reaction mixture under a pressure of 0.49 kg cm-2. After about 5 minutes, one equivalent of 50.6% of aqueous sodium hydroxide (10.4 ml; 0.2 mol) from a pressurized reservoir is added all at once causing the reacti... The reactants are C([O-])([O-])=O.[K+].[K+] (Potassium carbonate), BrC(CN(C1=CC=C(C#N)C=C1)N1C=NN=C1)CC (4-[(2-bromo-butyl)-[1,2,4]triazol-4-yl-amino]-benzonitrile), OC1=CC=C(C=C1)S (4-hydroxythiophenol). The solvent is CN(C)C=O (DMF), C(C)(=O)OCC (ethyl acetate). Conditions: time 18 hour. Yields the product OC1=CC=C(C=C1)SCCCCN(C1=CC=C(C#N)C=C1)N1C=NN=C1 (4-{[4-(4-Hydroxy-phenylsulfanyl)-butyl]-[1,2,4]triazol-4-yl-amino}-benzonitrile). Reaction SMILES: C(=O)([O-])[O-].[K+].[K+].Br[CH:8]([CH2:24][CH3:25])[CH2:9][N:10]([N:19]1[CH:23]=[N:22][N:21]=[CH:20]1)[C:11]1[CH:18]=[CH:17][C:14]([C:15]#[N:16])=[CH:13][CH:12]=1.[OH:26][C:27]1[CH:32]=[CH:31][C:30]([SH:33])=[CH:29][CH:28]=1>CN(C=O)C.C(OCC)(=O)C>[OH:26][C:27]1[CH:32]=[CH:31][C:30]([S:33][CH2:25][CH2:24][CH2:8][CH2:9][N:10]([N:19]2[CH:23]=[N:22][N:21]=[CH:20]2)[C:11]2[CH:18]=[CH:17][C:14]([C:15]#[N:16])=[CH:13][CH:12]=2)=[CH:29][CH:28]=1 |f:0.1.2|. Procedure details: Potassium carbonate (500 mg) was added to a solution of 4-[(2-bromo-butyl)-[1,2,4]triazol-4-yl-amino]-benzonitrile (CAB03001, 384 mg, 1.2 mmol) and 4-hydroxythiophenol (227 mg, 1.8 mmol) in DMF (20 mL). The mixture was stiffed for 18 hours at r.t., diluted with ethyl acetate (100 mL) and extracted with water (two times 30 mL) and brine (30 mL). The organic layer was dried over sodium sulphate and concentrated under reduced pressure. The residue was purified by column chromatography (eluent: ethy...